Task: describe an organic reaction: reactants, conditions, products, and yield. Dataset: the Open Reaction Database (ORD), a public repository of structured organic reaction records The reactants are CC(=O)c1csc(-c2ccc(C(F)(F)F)cc2)c1O, COC(=O)c1ccc(C(=O)NN)cc1[N+](=O)[O-]. The product is COC(=O)c1ccc(C(=O)NN=C(C)c2csc(-c3ccc(C(F)(F)F)cc3)c2O)cc1[N+](=O)[O-]. RXN SMILES: [F:1][C:2]([c:3]1[cH:4][cH:5][c:6](-[c:9]2[s:10][cH:11][c:12]([C:15](=[O:16])[CH3:17])[c:13]2[OH:14])[cH:7][cH:8]1)([F:18])[F:19].[NH:20]([NH2:21])[C:22](=[O:23])[c:24]1[cH:25][c:26]([N+:34](=[O:35])[O-:36])[c:27]([C:28](=[O:29])[O:30][CH3:31])[cH:32][cH:33]1>>[F:1][C:2]([c:3]1[cH:4][cH:5][c:6](-[c:9]2[s:10][cH:11][c:12]([C:15]([CH3:17])=[N:21][NH:20][C:22](=[O:23])[c:24]3[cH:25][c:26]([N+:34](=[O:35])[O-:36])[c:27]([C:28](=[O:29])[O:30][CH3:31])[cH:32][cH:33]3)[c:13]2[OH:14])[cH:7][cH:8]1)([F:18])[F:19]. Reactants: N(=O)[O-].[Na+] (sodium nitrite), COC(=O)CCCCCNC1=CC=CC=C1 (N-(5-methoxycarbonylpentyl)-aniline), Cl (hydrochloric acid). The solvent is O (water). Run at time 1 hour. Yields the product N(=O)N(C1=CC=CC=C1)CCCCCC(=O)OC (N-nitroso-N-(5-methoxycarbonylpentyl)-aniline). As a reaction SMILES: [N:1]([O-:3])=O.[Na+].[CH3:5][O:6][C:7]([CH2:9][CH2:10][CH2:11][CH2:12][CH2:13][NH:14][C:15]1[CH:20]=[CH:19][CH:18]=[CH:17][CH:16]=1)=[O:8].Cl>O>[N:1]([N:14]([CH2:13][CH2:12][CH2:11][CH2:10][CH2:9][C:7]([O:6][CH3:5])=[O:8])[C:15]1[CH:20]=[CH:19][CH:18]=[CH:17][CH:16]=1)=[O:3] |f:0.1|. Reported procedure: A solution of 1.4 g of sodium nitrite in 5 ml of water is added dropwise at 0°-10° to a mixture of 4.42 g of N-(5-methoxycarbonylpentyl)-aniline, 2.9 ml of concentrated hydrochloric acid, and ice as needed to maintain the desired temperature. The mixture is then allowed to stir at ambient temperature for 1 hour and is then extracted with ether. The extract is washed with water, dried over magnesium sulfate, and evaporated in vacuo to give N-nitroso-N-(5-methoxycarbonylpentyl)-aniline as an oil. Starting materials: CS(=O)(=O)c1nccc(-n2cnc3ccccc32)n1, Cc1cccc(Cl)c1CN. The product is Cc1cccc(Cl)c1CNc1nccc(-n2cnc3ccccc32)n1. Reaction SMILES: [CH3:1][S:2](=[O:3])(=[O:4])[c:5]1[n:6][cH:7][cH:8][c:9](-[n:11]2[cH:12][n:13][c:14]3[c:15]2[cH:16][cH:17][cH:18][cH:19]3)[n:10]1.[Cl:20][c:21]1[c:22]([CH2:23][NH2:24])[c:25]([CH3:29])[cH:26][cH:27][cH:28]1>>[c:5]1([NH:24][CH2:23][c:22]2[c:21]([Cl:20])[cH:28][cH:27][cH:26][c:25]2[CH3:29])[n:6][cH:7][cH:8][c:9](-[n:11]2[cH:12][n:13][c:14]3[c:15]2[cH:16][cH:17][cH:18][cH:19]3)[n:10]1.